Dataset: the Open Reaction Database (ORD), a public repository of structured organic reaction records. Task: describe an organic reaction: reactants, conditions, products, and yield The reactants are Cl (hydrochloric acid), COC(=O)C=1C=2CC(C(NC2C=C(C1)F)C1=CC(=CC=C1)N1CCOCC1)(C)C (7-fluoro-3,3-dimethyl-2-(3-morpholin-4-yl-phenyl)-1,2,3,4-tetrahydro-quinoline-5-carboxylic acid methyl ester), [OH-].[Na+] (sodium hydroxide). Solvent: CO (methanol), O1CCCC1 (tetrahydrofuran), O (water). Run at temperature 70 celsius, time 6 hour. Yields the product FC=1C=C(C=2CC(C(NC2C1)C1=CC(=CC=C1)N1CCOCC1)(C)C)C(=O)O (7-fluoro-3,3-dimethyl-2-(3-morpholin-4-yl-phenyl)-1,2,3,4-tetrahydro-quinoline-5-carboxylic acid). The yield is 89.7%. RXN SMILES: C[O:2][C:3]([C:5]1[C:6]2[CH2:7][C:8]([CH3:29])([CH3:28])[CH:9]([C:16]3[CH:21]=[CH:20][CH:19]=[C:18]([N:22]4[CH2:27][CH2:26][O:25][CH2:24][CH2:23]4)[CH:17]=3)[NH:10][C:11]=2[CH:12]=[C:13]([F:15])[CH:14]=1)=[O:4].[OH-].[Na+].Cl>CO.O1CCCC1.O>[F:15][C:13]1[CH:14]=[C:5]([C:3]([OH:4])=[O:2])[C:6]2[CH2:7][C:8]([CH3:29])([CH3:28])[CH:9]([C:16]3[CH:21]=[CH:20][CH:19]=[C:18]([N:22]4[CH2:23][CH2:24][O:25][CH2:26][CH2:27]4)[CH:17]=3)[NH:10][C:11]=2[CH:12]=1 |f:1.2|. Reported procedure: To a stirred mixture solution of 7-fluoro-3,3-dimethyl-2-(3-morpholin-4-yl-phenyl)-1,2,3,4-tetrahydro-quinoline-5-carboxylic acid methyl ester (400 mg, 1.0 mmol) in methanol (5.0 mL) and tetrahydrofuran (5.0 mL) was added 50% sodium hydroxide in water (1.0 mL). The reaction mixture was stirred at 70° C. for 6 hours. The mixture was neutralized with a 3 N aqueous hydrochloric acid solution and extracted with ethyl acetate (2×100 mL), washed with water, dried over anhydrous sodium sulfate and then... Reactants: BrC=1C(=NC(=NC1)NC)[C@H](CC1=CC(=CC(=C1)F)F)NC(CN1N=C(C=2C(CCC(C12)(F)F)(F)F)C(F)F)=O ((S)—N-(1-(5-bromo-2-(methylamino)pyrimidin-4-yl)-2-(3,5-difluorophenyl)ethyl)-2-(3-(difluoromethyl)-4,4,7,7-tetrafluoro-4,5,6,7-tetrahydro-1H-indazol-1-yl)acetamide), BrC=1C(=NC(=NC1)S(=O)(=O)C)[C@H](CC1=CC(=CC(=C1)F)F)NC(CN1N=C(C=2C(CCC(C12)(F)F)(F)F)C(F)F)=O ((S)—N-(1-(5-bromo-2-(methylsulfonyl)pyrimidin-4-yl)-2-(3,5-difluorophenyl)ethyl)-2-(3-(difluoromethyl)-4,4,7,7-tetrafluoro-4,5,6,7-tetrahydro-1H-indazol-1-yl)acetamide), CN(CCN)C (N,N-dimethylethane-1,2-diamine). The product is BrC=1C(=NC(=NC1)NCCN(C)C)[C@H](CC1=CC(=CC(=C1)F)F)NC(CN1N=C(C=2C(CCC(C12)(F)F)(F)F)C(F)F)=O ((S)—N-(1-(5-bromo-2-((2-(dimethylamino)ethyl)amino)pyrimidin-4-yl)-2-(3,5-difluorophenyl)ethyl)-2-(3-(difluoromethyl)-4,4,7,7-tetrafluoro-4,5,6,7-tetrahydro-1H-indazol-1-yl)acetamide). As a reaction SMILES: [Br:1][C:2]1[C:3]([C@@H:10]([NH:20][C:21](=[O:39])[CH2:22][N:23]2[C:31]3[C:30]([F:33])([F:32])[CH2:29][CH2:28][C:27]([F:35])([F:34])[C:26]=3[C:25]([CH:36]([F:38])[F:37])=[N:24]2)[CH2:11][C:12]2[CH:17]=[C:16]([F:18])[CH:15]=[C:14]([F:19])[CH:13]=2)=[N:4][C:5]([NH:8][CH3:9])=[N:6][CH:7]=1.BrC1C([C@@H](NC(=O)CN2C3C(F)(F)CCC(F)(F)C=3C(C(F)F)=N2)CC2C=C(F)C=C(F)C=2)=NC(S(C)(=O)=O)=NC=1.[CH3:81][N:82]([CH3:86])[CH2:83]CN>>[Br:1][C:2]1[C:3]([C@@H:10]([NH:20][C:21](=[O:39])[CH2:22][N:23]2[C:31]3[C:30]([F:33])([F:32])[CH2:29][CH2:28][C:27]([F:34])([F:35])[C:26]=3[C:25]([CH:36]([F:37])[F:38])=[N:24]2)[CH2:11][C:12]2[CH:13]=[C:14]([F:19])[CH:15]=[C:16]([F:18])[CH:17]=2)=[N:4][C:5]([NH:8][CH2:9][CH2:81][N:82]([CH3:86])[CH3:83])=[N:6][CH:7]=1. Reported procedure: The title compound (16A) was prepared according to the method presented for the synthesis of compound 14A of Example 14 utilizing 12C and N,N-dimethylethane-1,2-diamine. MS (m/z) 686.00 [M+H]+. Starting materials: ClC1=NC(=NC=C1C)SC (4-chloro-5-methyl-2-methylsulfanylpyrimidine), C12C3C(CC(C3C(CC1)O2)=O)=O (10-oxa-tricyclo[5.2.1.0*2,6*]decane-3,5-dione), CC(C)C1=CC(=C(C(=C1)C(C)C)C2=C(C=CC=C2)P(C3CCCCC3)C4CCCCC4)C(C)C (X-Phos), P(=O)([O-])([O-])[O-].[K+].[K+].[K+] (potassium phosphate). The reagents and catalysts are C(C)(=O)[O-].[Pd+2].C(C)(=O)[O-] (palladium acetate). Run in COCCOC (1,2-dimethoxyethane). Conditions: temperature 160 celsius, time 30 minute. The product is CC=1C(=NC(=NC1)SC)C1C(C2C3CCC(C2C1=O)O3)=O (4-(5-methyl-2-methylsulfanyl-pyrimidin-4-yl)-10-oxa-tricyclo[5.2.1.0*2,6*]decane-3,5-dione). The yield is 11.2%. As a reaction SMILES: Cl[C:2]1[C:7]([CH3:8])=[CH:6][N:5]=[C:4]([S:9][CH3:10])[N:3]=1.[CH:11]12[O:20][CH:17]([CH2:18][CH2:19]1)[CH:16]1[CH:12]2[C:13](=[O:22])[CH2:14][C:15]1=[O:21].CC(C1C=C(C(C)C)C(C2C=CC=CC=2P(C2CCCCC2)C2CCCCC2)=C(C(C)C)C=1)C.P([O-])([O-])([O-])=O.[K+].[K+].[K+]>C([O-])(=O)C.[Pd+2].C([O-])(=O)C.COCCOC>[CH3:8][C:7]1[C:2]([CH:14]2[C:13](=[O:22])[CH:12]3[CH:16]([CH:17]4[O:20][CH:11]3[CH2:19][CH2:18]4)[C:15]2=[O:21])=[N:3][C:4]([S:9][CH3:10])=[N:5][CH:6]=1 |f:3.4.5.6,7.8.9|. Reported procedure: A microwave vial is charged with 4-chloro-5-methyl-2-methylsulfanylpyrimidine (174 mg, 1 mmol), 10-oxa-tricyclo[5.2.1.0*2,6*]decane-3,5-dione (166 mg, 1 mmol), palladium acetate (12 mg, 0.05 mmol), X-Phos (48 mg, 0.1 mmol) and potassium phosphate (424 mg, 2 mmol). 1,2-dimethoxyethane (3 ml) is added and the reaction heated to 160° C., with stirring, for 30 minutes. Silica gel is added to the crude reaction mixture, the solvent is evaporated under reduced pressure and the residue is purified by f... The reactants are NC1=CC=CC=C1 (Aniline), BrCC(=O)Br (bromoacetyl bromide). Product: C1(=CC=CC=C1)NC(CBr)=O (N-phenyl-2-bromoacetamide). As a reaction SMILES: [NH2:1][C:2]1[CH:7]=[CH:6][CH:5]=[CH:4][CH:3]=1.[Br:8][CH2:9][C:10](Br)=[O:11]>>[C:2]1([NH:1][C:10](=[O:11])[CH2:9][Br:8])[CH:7]=[CH:6][CH:5]=[CH:4][CH:3]=1. Procedure: Aniline and bromoacetyl bromide were used to produce the above compound in the same way as Reference Example 8. The reactants are CCOC(=O)C(N)C=C(CCOC)CP(=O)(O)O, O. The product is COCCC(=CC(N)C(=O)O)CP(=O)(O)O. Reaction SMILES: [CH2:1]([CH3:2])[O:3][C:4]([CH:5]([CH:6]=[C:7]([CH2:8][CH2:9][O:10][CH3:11])[CH2:12][P:13](=[O:14])([OH:15])[OH:16])[NH2:17])=[O:18].[OH2:19]>>[O:3]=[C:4]([CH:5]([CH:6]=[C:7]([CH2:8][CH2:9][O:10][CH3:11])[CH2:12][P:13](=[O:14])([OH:15])[OH:16])[NH2:17])[OH:18]. Starting materials: COC1=C(C=CC=C1)N1CCN(CC1)CCO (2-[4-(2-methoxy-phenyl)-piperazin-1-yl]ethanol), ClCCCO (3-chloro-propan-1-ol), [I-].[K+] (potassium iodide). Solvent: CC(=O)C (acetone). Product: COC1=C(C=CC=C1)N1CCN(CC1)CCCO (3-[4-(2-Methoxy-phenyl)-piperazin-1-yl]-propan-1-ol). Yield: 46.0%. RXN SMILES: [CH3:1][O:2][C:3]1[CH:8]=[CH:7][CH:6]=[CH:5][C:4]=1[N:9]1[CH2:14][CH2:13][N:12]([CH2:15][CH2:16]O)[CH2:11][CH2:10]1.ClCC[CH2:21][OH:22].[I-].[K+]>CC(C)=O>[CH3:1][O:2][C:3]1[CH:8]=[CH:7][CH:6]=[CH:5][C:4]=1[N:9]1[CH2:10][CH2:11][N:12]([CH2:15][CH2:16][CH2:21][OH:22])[CH2:13][CH2:14]1 |f:2.3|. Procedure details: 3-[4-(2-Methoxy-phenyl)-piperazin-1-yl]-propan-1-ol (29A) is prepared as described for 28A from 3-chloro-propan-1-ol with acetone as solvent and under addition of 1.66 g (10 mmol) potassium iodide. The mixture is heated to reflux. The reactants are CC=1C=C2C3=C(NC2=CC1)CC1CCCC3N1 (2-methyl-6,7,8,9,10,11-hexahydro-5H-7,11-epiminocycloocta[b]indole), CC1=C(C=CC=C1)C=C (1-methyl-2-vinylbenzene). Product: CC=1C=C2C3=C(N(C2=CC1)CCC1=C(C=CC=C1)C)C[C@H]1CCC[C@@H]3N1 ((7R,11S)-2-methyl-5-[2-(2-methylphenyl)ethyl]-6,7,8,9,10,11-hexahydro-5H-7,11-epiminocycloocta[b]indole). Reaction SMILES: [CH3:1][C:2]1[CH:3]=[C:4]2[C:8](=[CH:9][CH:10]=1)[NH:7][C:6]1[CH2:11][CH:12]3[NH:17][CH:16]([C:5]2=1)[CH2:15][CH2:14][CH2:13]3.[CH3:18][C:19]1[CH:24]=[CH:23][CH:22]=[CH:21][C:20]=1[CH:25]=[CH2:26]>>[CH3:1][C:2]1[CH:3]=[C:4]2[C:8](=[CH:9][CH:10]=1)[N:7]([CH2:26][CH2:25][C:20]1[CH:21]=[CH:22][CH:23]=[CH:24][C:19]=1[CH3:18])[C:6]1[CH2:11][C@@H:12]3[NH:17][C@H:16]([C:5]2=1)[CH2:15][CH2:14][CH2:13]3. Procedure details: The coupling of 2-methyl-6,7,8,9,10,11-hexahydro-5H-7,11-epiminocycloocta[b]indole (110 mg, 0.486 mmol; Example 118A) and 1-methyl-2-vinylbenzene (115 mg, 0.972 mmol; Aldrich) was performed according to the procedure described in Example 114B to provide title compound as a racemic mixture. Individual enantiomers were obtained by preparative chiral supercritical fluid chromatography (ChiralPak® OD-H 5 μm column, 21×250 mm, 35° C., 10-50% gradient of CH3OH—CO2 containing 0.1% diethylamine, 20 minu...